Dataset: the Open Reaction Database (ORD), a public repository of structured organic reaction records. Task: describe an organic reaction: reactants, conditions, products, and yield Reactants: O (water), [OH-].[K+] (potassium hydroxide), C12(CC3CC(CC(C1)C3)C2)C=2C=C(NC(C(F)(F)F)=O)C=CC2OC (3-(1-adamantyl)4-methoxy -N-(trifluoroacetyl)aniline). The solvent is CO (methanol). Conditions: temperature 50 celsius, time 18 hour. The product is C12(CC3CC(CC(C1)C3)C2)C=2C=C(N)C=CC2OC (3-(1-Adamantyl)-4-methoxyaniline). RXN SMILES: [C:1]12([C:11]3[CH:12]=[C:13]([CH:21]=[CH:22][C:23]=3[O:24][CH3:25])[NH:14]C(=O)C(F)(F)F)[CH2:10][CH:5]3[CH2:6][CH:7]([CH2:9][CH:3]([CH2:4]3)[CH2:2]1)[CH2:8]2.O.[OH-].[K+]>CO>[C:1]12([C:11]3[CH:12]=[C:13]([CH:21]=[CH:22][C:23]=3[O:24][CH3:25])[NH2:14])[CH2:2][CH:3]3[CH2:4][CH:5]([CH2:6][CH:7]([CH2:9]3)[CH2:8]1)[CH2:10]2 |f:2.3|. Procedure details: 11.03 g (31.2 mmol) of 3-(1-adamantyl)4-methoxy -N-(trifluoroacetyl)aniline dissolved in 40 ml of methanol and 160 ml of water are treated with 7.12 g (51.5 mmol) of potassium hydroxide. The reaction medium is heated to 50° C. for 20 hours and then 80° C. for 18 hours. After evaporation to dryness, the residue is taken up with ethyl ether, the insoluble matter is filtered off and the filtrate is dried over magnesiumsulphate and evaporated. The solid is washed in hexane to yield, after drying, 7.... Reactants: C1OC=2C=C3C=CNC3=CC2O1 (5,6-methylenedioxyindole), O1CCCC1 (tetrahydrofuran), C(CCC)[Li] (n-butyllithium), C1(=CC=CC=C1)S(=O)(=O)Cl (benzenesulfonyl chloride). Run in C(Cl)Cl (methlene chloride), O.C(Cl)Cl (water methylene chloride). Product: C1OC=2C=C3C=CN(C3=CC2O1)S(=O)(=O)C1=CC=CC=C1 (5,6-Methylenedioxy-1-benzenesulfonylindole). The yield is 109.4%. Reaction SMILES: [CH2:1]1[O:12][C:11]2[CH:10]=[C:9]3[C:5]([CH:6]=[CH:7][NH:8]3)=[CH:4][C:3]=2[O:2]1.O1CCCC1.C([Li])CCC.[C:23]1([S:29](Cl)(=[O:31])=[O:30])[CH:28]=[CH:27][CH:26]=[CH:25][CH:24]=1>C(Cl)Cl.O.C(Cl)Cl>[CH2:1]1[O:12][C:11]2[CH:10]=[C:9]3[C:5]([CH:6]=[CH:7][N:8]3[S:29]([C:23]3[CH:28]=[CH:27][CH:26]=[CH:25][CH:24]=3)(=[O:31])=[O:30])=[CH:4][C:3]=2[O:2]1 |f:5.6|. Procedure details: To a solution of 5,6-methylenedioxyindole (11.5 gm, 71 mmol) in freshly distilled tetrahydrofuran (60 ml) under a nitrogen atomosphere at -70° C. was added dropwise 1.6M n-butyllithium (50 ml, 80 mmol) over a one-half hour period. Then benzenesulfonyl chloride (10.5 ml, 82 mmol) was added dropwise. The reaction mixture was gradually warmed to room temperature and poured into water/methylene chloride The methlene chloride layer was separated, dried (anhydrous Na2So4), filtered and evaporated to g... Starting materials: [OH-].[Na+] (sodium hydroxide), C(C1=CC=CC=C1)Br (benzyl bromide), C(C=1C(O)=CC=CC1)(=[Se])[SeH] (diselenosalicylic acid), C([O-])([O-])=O.[Na+].[Na+] (sodium carbonate), S(=O)([O-])S(=O)[O-].[Na+].[Na+] (sodium dithionite), Cl (hydrochloric acid). Solvent: O (water), O (water). Reaction conditions: temperature 55 celsius, time 14 hour. The product is C(C1=CC=CC=C1)C1=C(C(=[Se])O)C=CC=C1 (2-benzylselenobenzoic acid). Yield: 34.9%. Reaction SMILES: [C:1]([SeH:10])(=[Se])[C:2]1[C:3](=[CH:5][CH:6]=[CH:7][CH:8]=1)O.[OH-:11].[Na+].C(=O)([O-])[O-].[Na+].[Na+].S(S([O-])=O)([O-])=O.[Na+].[Na+].[CH2:27](Br)[C:28]1[CH:33]=[CH:32][CH:31]=[CH:30][CH:29]=1.Cl>O>[CH2:27]([C:3]1[CH:5]=[CH:6][CH:7]=[CH:8][C:2]=1[C:1]([OH:11])=[Se:10])[C:28]1[CH:33]=[CH:32][CH:31]=[CH:30][CH:29]=1 |f:1.2,3.4.5,6.7.8|. Procedure details: To a stirred suspension of 50.0 g (0.125 mol) diselenosalicylic acid in 380 ml water is added 38.0 g (0.95 mol) sodium hydroxide, when the internal temperature rises to 45° C. and the acid goes into solution. On addition of 100 g (0.94 mol) sodium carbonate and 58 g (0.33 mol) sodium dithionite the temperature increases to 55° C. The mixture is heated to reflux for 2 h, allowed to cool to room temperature and 47.6 ml (68.4 g; 0.4 mol) benzyl bromide is added dropwise within 10 minutes. Further w... The reactants are Cc1ccc([N+](=O)[O-])cc1N=C=O, CNc1cc(NC(=O)OC(C)(C)C)ncn1, CO, CN(C)c1ccncc1, Cc1ccccc1. The product is Cc1ccc([N+](=O)[O-])cc1NC(=O)N(C)c1cc(NC(=O)OC(C)(C)C)ncn1. Reaction SMILES: [CH3:17][c:18]1[c:19]([N:27]=[C:28]=[O:29])[cH:20][c:21]([N+:24](=[O:25])[O-:26])[cH:22][cH:23]1.[CH3:1][NH:2][c:3]1[cH:4][c:5]([NH:9][C:10]([O:11][C:12]([CH3:13])([CH3:14])[CH3:15])=[O:16])[n:6][cH:7][n:8]1.[CH3:30][OH:31].[CH3:32][N:33]([c:34]1[cH:35][cH:36][n:37][cH:38][cH:39]1)[CH3:40].[CH3:41][c:42]1[cH:43][cH:44][cH:45][cH:46][cH:47]1>>[CH3:1][N:2]([c:3]1[cH:4][c:5]([NH:9][C:10]([O:11][C:12]([CH3:13])([CH3:14])[CH3:15])=[O:16])[n:6][cH:7][n:8]1)[C:28]([NH:27][c:19]1[c:18]([CH3:17])[cH:23][cH:22][c:21]([N+:24](=[O:25])[O-:26])[cH:20]1)=[O:29]. Reactants: CSC.B (Borane dimethylsulfide), O=C1NC2=C(OC1)C=CC(=C2)CC(=O)OC (Methyl 2-(3-oxo-3,4-dihydro-2H-benzo[b][1,4]oxazin-6-yl)acetate), CO (methanol). Solvent: C1CCOC1 (THF). Yields the product O1C2=C(NCC1)C=C(C=C2)CC(=O)OC (Methyl 2-(3,4-dihydro-2H-benzo[b][1,4]oxazin-6-yl)acetate). Yield: 62.0%. Reaction SMILES: CSC.B.O=[C:6]1[CH2:11][O:10][C:9]2[CH:12]=[CH:13][C:14]([CH2:16][C:17]([O:19][CH3:20])=[O:18])=[CH:15][C:8]=2[NH:7]1.CO>C1COCC1>[O:10]1[CH2:11][CH2:6][NH:7][C:8]2[CH:15]=[C:14]([CH2:16][C:17]([O:19][CH3:20])=[O:18])[CH:13]=[CH:12][C:9]1=2 |f:0.1|. Procedure: Borane dimethylsulfide solution (0.3 ml, 94% in THF) was added at room temperature to a solution of the product from stage 1 (2.7 mmol) in dry THF (14 ml), and the mixture was refluxed for 2 h. Hydrolysis with methanol (1 ml) was carried out, followed by refluxing for a further 15 min. The reaction mixture was then cooled to room temperature and concentrated in vacuo. The crude product was purified by column chromatography (silica gel, ethyl acetate/hexane). Yield: 62% The reactants are CSC(=C1C(N(C=CC1=O)CC1CCC1)=O)SC (3-[bis(methylsulfanyl)methylene]-1-(cyclobutylmethyl)-2,4(1H,3H)-pyridinedione), NC1=C(C=C(C=C1)NS(=O)(=O)C)S(=O)(=O)N (2-amino-5-[(methylsulfonyl)amino]benzenesulfonamide). Run in O1CCOCC1 (dioxane). Run at temperature 110 celsius, time 1 hour. Product: C1(CCC1)CN1C(C(=C(C=C1)O)C1=NS(C2=C(N1)C=CC(=C2)NS(=O)(=O)C)(=O)=O)=O (N-{3-[1-(cyclobutylmethyl)-4-hydroxy-2-oxo-1,2-dihydro-3-pyridinyl]-1,1-dioxido-4H-1,2,4-benzothiadiazin-7-yl}methanesulfonamide). Isolated yield 35.2%. RXN SMILES: CS[C:3](SC)=[C:4]1[C:9](=[O:10])[CH:8]=[CH:7][N:6]([CH2:11][CH:12]2[CH2:15][CH2:14][CH2:13]2)[C:5]1=[O:16].[NH2:19][C:20]1[CH:25]=[CH:24][C:23]([NH:26][S:27]([CH3:30])(=[O:29])=[O:28])=[CH:22][C:21]=1[S:31]([NH2:34])(=[O:33])=[O:32]>O1CCOCC1>[CH:12]1([CH2:11][N:6]2[CH:7]=[CH:8][C:9]([OH:10])=[C:4]([C:3]3[NH:19][C:20]4[CH:25]=[CH:24][C:23]([NH:26][S:27]([CH3:30])(=[O:28])=[O:29])=[CH:22][C:21]=4[S:31](=[O:33])(=[O:32])[N:34]=3)[C:5]2=[O:16])[CH2:13][CH2:14][CH2:15]1. Procedure: A solution of the product of Example 468C (0.050 g, 0.176 mmol) in dioxane (5 mL) was treated with the product of Example 425D (0.030 g, 0.113 mmol), stirred at 110° C. for 1 hour, and cooled to 25° C. The solid precipitate was collected by filtration and dried to provide the title compound (0.018 g, 35%). 1H NMR (300 MHz, DMSO-d6) δ 1.88 (m, 6 H) 2.74 (dt, J=15.17, 7.68 Hz, 1 H) 3.08 (s, 3 H) 4.03 (d, J=7.35 Hz, 2 H) 6.32 (d, J=7.72 Hz, 1H) 7.56 (dd, J=8.82, 2.57 Hz, 1 H) 7.62 (d, J=2.21 Hz, 1 ...